From a dataset of the Open Reaction Database (ORD), a public repository of structured organic reaction records. describe an organic reaction: reactants, conditions, products, and yield The reactants are OC1CCNCC1 (4-hydroxypiperidine), C(C)(C)(C)OC(=O)N(C)C(C/C=C/C(=O)O)(C)C ((2E)-5-(N-(tert Butoxycarbonyl)-N-methylamino)-5-methylhex-2-enoic acid), C(C)(C)(C)OC(=O)N(C)[C@@H](C(=O)O)CC1=CC=CC=C1 ((2R)-2-(N-tert-butoxycarbonyl-N-methylamino)-3-phenylpropionic acid), C(C)(C)(C)OC(=O)N(C)[C@@H](C(=O)O)CC1=CC=C(C=C1)C1=CC=CC=C1 ((2R)-2-(N-tert-butoxycarbonyl-N-methylamino)-3-(biphenyl-4-yl)propionic acid). Product: C(C1=CC=CC=C1)[C@H](C(=O)N1CCC(CC1)O)N(C(=O)[C@@H](CC1=CC=C(C=C1)C1=CC=CC=C1)N(C(\C=C\CC(C)(NC)C)=O)C)C ((2E)-5-Methyl-5-(methylamino)hex-2-enoic acid N-((1R)-1-{N-[(1R)-1-benzyl-2-(4-hydroxypiperidin-1-yl)-2-oxoethyl]-N-methylcarbamoyl}-2-(biphenyl-4-yl)ethyl)-N-methylamide). As a reaction SMILES: [OH:1][CH:2]1[CH2:7][CH2:6][NH:5][CH2:4][CH2:3]1.C(O[C:13]([N:15]([C@H:17]([CH2:21][C:22]1[CH:27]=[CH:26][CH:25]=[CH:24][CH:23]=1)[C:18]([OH:20])=O)[CH3:16])=[O:14])(C)(C)C.C(O[C:33]([N:35]([C@H:37]([CH2:41][C:42]1[CH:47]=[CH:46][C:45]([C:48]2[CH:53]=[CH:52][CH:51]=[CH:50][CH:49]=2)=[CH:44][CH:43]=1)C(O)=O)C)=O)(C)(C)C.C(OC([N:61]([C:63]([CH3:71])([CH3:70])[CH2:64]/[CH:65]=[CH:66]/[C:67]([OH:69])=O)[CH3:62])=O)(C)(C)C>>[CH2:21]([C@@H:17]([N:15]([CH3:16])[C:13]([C@H:37]([N:35]([CH3:33])[C:67](=[O:69])/[CH:66]=[CH:65]/[CH2:64][C:63]([CH3:70])([NH:61][CH3:62])[CH3:71])[CH2:41][C:42]1[CH:47]=[CH:46][C:45]([C:48]2[CH:49]=[CH:50][CH:51]=[CH:52][CH:53]=2)=[CH:44][CH:43]=1)=[O:14])[C:18]([N:5]1[CH2:6][CH2:7][CH:2]([OH:1])[CH2:3][CH2:4]1)=[O:20])[C:22]1[CH:23]=[CH:24][CH:25]=[CH:26][CH:27]=1. Reported procedure: The title compound was prepared as in example 1 but using 4-hydroxypiperidine, (2R)-2-(N-tert-butoxycarbonyl-N-methylamino)-3-phenylpropionic acid and (2R)-2-(N-tert-butoxycarbonyl-N-methylamino)-3-(biphenyl-4-yl)propionic acid and (2E)-5-(N-(tert Butoxycarbonyl)-N-methylamino)-5-methylhex-2-enoic acid as starting materials.